Dataset: the Open Reaction Database (ORD), a public repository of structured organic reaction records. Task: describe an organic reaction: reactants, conditions, products, and yield Starting materials: C(#N)[BH3-].[Na+] (sodium cyanoborohydride), O=C(C(=O)O)CCC1=CC=CC=C1 (2-oxo-4-phenylbutyric acid), [OH-].[Na+] (NaOH), [OH-].[Na+] (NaOH), Cl.N[C@@H]1C(N(CCCC1)CC(=O)O)=O (3-(S)-amino-1-carboxymethylperhydroazepin-2-one hydrochloride). Solvent: O (water), O (water). Conditions: time 2 day. Yields the product C(=O)(O)CN1C([C@H](CCCC1)NC(CCC1=CC=CC=C1)C(=O)O)=O (1-carboxymethyl-3-(S)-[(1 -carboxy-3-phenylpropyl)amino]perhydroazepin-2-one). As a reaction SMILES: O=[C:2]([CH2:6][CH2:7][C:8]1[CH:13]=[CH:12][CH:11]=[CH:10][CH:9]=1)[C:3]([OH:5])=[O:4].[OH-].[Na+].Cl.[NH2:17][C@H:18]1[CH2:24][CH2:23][CH2:22][CH2:21][N:20]([CH2:25][C:26]([OH:28])=[O:27])[C:19]1=[O:29].C([BH3-])#N.[Na+]>O>[C:26]([CH2:25][N:20]1[CH2:21][CH2:22][CH2:23][CH2:24][C@H:18]([NH:17][CH:2]([C:3]([OH:5])=[O:4])[CH2:6][CH2:7][C:8]2[CH:13]=[CH:12][CH:11]=[CH:10][CH:9]=2)[C:19]1=[O:29])([OH:28])=[O:27] |f:1.2,3.4,5.6|. Procedure: Suspend 4.45 g 2-oxo-4-phenylbutyric acid in 25 ml water and adjust the pH to 7 with 50% NaOH. Add 1.14 g 3-(S)-amino-1-carboxymethylperhydroazepin-2-one hydrochloride and again adjust the pH to 7 with 50% NaOH. Dilute the resulting solution with water to a total volume of 60 ml then add 0.943 g sodium cyanoborohydride. After 2 days at room temperature, add 50 ml Dowex 50 (H+) and stir the mixture for 1 hour. Extract the mixture with ether and then add the Dowex 50 and aqueous portion to the top...